This data is from the Open Reaction Database (ORD), a public repository of structured organic reaction records. The task is: describe an organic reaction: reactants, conditions, products, and yield Reactants: COc1cccc(CC(=O)NCC(OC)OC)c1C, CC(=O)O, Cl. Product: COc1ccc2c(c1C)CC(=O)NC=C2. As a reaction SMILES: [CH3:1][O:2][CH:3]([CH2:4][NH:5][C:6]([CH2:7][c:8]1[c:9]([CH3:16])[c:10]([O:14][CH3:15])[cH:11][cH:12][cH:13]1)=[O:17])[O:18][CH3:19].[CH3:21][C:22](=[O:23])[OH:24].[ClH:20]>>[CH:3]1=[CH:4][NH:5][C:6](=[O:17])[CH2:7][c:8]2[c:9]([CH3:16])[c:10]([O:14][CH3:15])[cH:11][cH:12][c:13]21.